This data is from the Open Reaction Database (ORD), a public repository of structured organic reaction records. The task is: describe an organic reaction: reactants, conditions, products, and yield Reactants: Cl.N[C@@H]1C(=O)O[C@@H]([C@H]1C(=O)OCC)C (2(S)-amino-3(S)-ethoxycarbonyl-4(R)-pentanolide hydrochloride), C([O-])(O)=O.[Na+] (sodium bicarbonate). The solvent is C(Cl)Cl (methylene chloride). Product: N[C@H](C(=O)O)[C@@H]([C@@H](C)O)C(=O)OCC (2(S)-amino-3(S)-ethoxycarbonyl-4(R)-hydroxy-pentanoic acid). Reaction SMILES: Cl.[NH2:2][C@H:3]1[C@H:8]([C:9]([O:11][CH2:12][CH3:13])=[O:10])[C@@H:7]([CH3:14])[O:6][C:4]1=[O:5].C(=O)(O)[O-:16].[Na+]>C(Cl)Cl>[NH2:2][C@@H:3]([C@H:8]([C:9]([O:11][CH2:12][CH3:13])=[O:10])[C@H:7]([OH:6])[CH3:14])[C:4]([OH:16])=[O:5] |f:0.1,2.3|. Procedure details: 56.0 g of 2(S)-amino-3(S)-ethoxycarbonyl-4(R)-pentanolide hydrochloride are dissolved in methylene chloride and the pH is adjusted to 7.5 with sodium bicarbonate solution. The methylene chloride phase is separated off, the aqueous phase is saturated with sodium chloride and extracted repeatedly with methylene chloride, and the organic phases are concentrated by evaporation. 106 ml of 2N sodium hydroxide solution are added dropwise to the residue in 120 ml of ethanol at 0° C. within a period of 6... Starting materials: CC1CNCC(C1)C (3,5-Dimethylpiperidine), ClC1=NC(=C(C(=N1)C)C(C(=O)OC)CCC)C1=CC=C(C=C1)C (methyl 2-(2-chloro-4-methyl-6-p-tolylpyrimidin-5-yl)pentanoate). The solvent is O1CCCC1 (tetrahydrofuran). Yields the product CC1CN(CC(C1)C)C1=NC(=C(C(=N1)C)C(C(=O)OC)CCC)C1=CC=C(C=C1)C (Methyl 2-(2-(3,5-dimethylpiperidin-1-yl)-4-methyl-6-p-tolylpyrimidin-5-yl)pentanoate). The yield is 92.5%. As a reaction SMILES: [CH3:1][CH:2]1[CH2:7][CH:6]([CH3:8])[CH2:5][NH:4][CH2:3]1.Cl[C:10]1[N:15]=[C:14]([CH3:16])[C:13]([CH:17]([CH2:22][CH2:23][CH3:24])[C:18]([O:20][CH3:21])=[O:19])=[C:12]([C:25]2[CH:30]=[CH:29][C:28]([CH3:31])=[CH:27][CH:26]=2)[N:11]=1>O1CCCC1>[CH3:1][CH:2]1[CH2:7][CH:6]([CH3:8])[CH2:5][N:4]([C:10]2[N:15]=[C:14]([CH3:16])[C:13]([CH:17]([CH2:22][CH2:23][CH3:24])[C:18]([O:20][CH3:21])=[O:19])=[C:12]([C:25]3[CH:30]=[CH:29][C:28]([CH3:31])=[CH:27][CH:26]=3)[N:11]=2)[CH2:3]1. Procedure details: Methyl 2-(2-(3,5-dimethylpiperidin-1-yl)-4-methyl-6-p-tolylpyrimidin-5-yl)pentanoate was prepared according to the general method A starting from 3,5-Dimethylpiperidine (0.183 mL; 1.32 mmol) and methyl 2-(2-chloro-4-methyl-6-p-tolylpyrimidin-5-yl)pentanoate (0.110 g; 0.264 mmol) in tetrahydrofuran (2 mL). Purification by flash-chromatography on silica gel using a gradient of ethyl acetate (5-15%) in heptane furnished 100 mg (92%) of the title compound as an oil. ESI/APCI(+): 410 (M+H), 432 (M+Na... Reactants: O=C([O-])[O-], CCCCCCCOc1cc(Sc2nnc(-c3ccc(C(C)(C)C)cc3)n2C)ccc1CNc1ccc(C(CC)C(=O)[O-])cc1, CO, Cl, [K+], [K+]. The product is CCCCCCCOc1cc(Sc2nnc(-c3ccc(C(C)(C)C)cc3)n2C)ccc1CNc1ccc(CC(=O)O)cc1. As a reaction SMILES: [C:46](=[O:47])([O-:48])[O-:49].[CH2:1]([CH3:2])[CH:3]([C:4](=[O:5])[O-:6])[c:7]1[cH:8][cH:9][c:10]([NH:13][CH2:14][c:15]2[c:16]([O:38][CH2:39][CH2:40][CH2:41][CH2:42][CH2:43][CH2:44][CH3:45])[cH:17][c:18]([S:21][c:22]3[n:23][n:24][c:25](-[c:28]4[cH:29][cH:30][c:31]([C:34]([CH3:35])([CH3:36])[CH3:37])[cH:32][cH:33]4)[n:26]3[CH3:27])[cH:19][cH:20]2)[cH:11][cH:12]1.[CH3:53][OH:54].[ClH:52].[K+:50].[K+:51]>>[CH2:3]([C:4](=[O:5])[OH:6])[c:7]1[cH:8][cH:9][c:10]([NH:13][CH2:14][c:15]2[c:16]([O:38][CH2:39][CH2:40][CH2:41][CH2:42][CH2:43][CH2:44][CH3:45])[cH:17][c:18]([S:21][c:22]3[n:23][n:24][c:25](-[c:28]4[cH:29][cH:30][c:31]([C:34]([CH3:35])([CH3:36])[CH3:37])[cH:32][cH:33]4)[n:26]3[CH3:27])[cH:19][cH:20]2)[cH:11][cH:12]1. Reactants: CCOC(=O)C(F)C(O)c1cc2cc(S(C)(=O)=O)cnc2n1Cc1ccc(F)cc1, CCOC(C)=O, ClCCl. Product: CCOC(=O)C(F)C(=O)c1cc2cc(S(C)(=O)=O)cnc2n1Cc1ccc(F)cc1. Reaction SMILES: [CH2:1]([CH3:2])[O:3][C:4]([CH:5]([CH:6]([OH:7])[c:8]1[cH:9][c:10]2[c:11]([n:12][cH:13][c:14]([S:16](=[O:17])(=[O:18])[CH3:19])[cH:15]2)[n:20]1[CH2:21][c:22]1[cH:23][cH:24][c:25]([F:28])[cH:26][cH:27]1)[F:29])=[O:30].[CH3:34][CH2:35][O:36][C:37](=[O:38])[CH3:39].[Cl:31][CH2:32][Cl:33]>>[CH2:1]([CH3:2])[O:3][C:4]([CH:5]([C:6](=[O:7])[c:8]1[cH:9][c:10]2[c:11]([n:12][cH:13][c:14]([S:16](=[O:17])(=[O:18])[CH3:19])[cH:15]2)[n:20]1[CH2:21][c:22]1[cH:23][cH:24][c:25]([F:28])[cH:26][cH:27]1)[F:29])=[O:30]. Starting materials: CCOC(C)=O, Cc1nc(Cl)ccc1C(=O)O, Nc1ccc(Cl)c(-c2ccccn2)c1. Yields the product Cc1nc(Cl)ccc1C(=O)Nc1ccc(Cl)c(-c2ccccn2)c1. RXN SMILES: [CH3:26][CH2:27][O:28][C:29](=[O:30])[CH3:31].[Cl:15][c:16]1[n:17][c:18]([CH3:25])[c:19]([C:20](=[O:21])[OH:22])[cH:23][cH:24]1.[Cl:1][c:2]1[c:3](-[c:9]2[n:10][cH:11][cH:12][cH:13][cH:14]2)[cH:4][c:5]([NH2:6])[cH:7][cH:8]1>>[Cl:1][c:2]1[c:3](-[c:9]2[n:10][cH:11][cH:12][cH:13][cH:14]2)[cH:4][c:5]([NH:6][C:20]([c:19]2[c:18]([CH3:25])[n:17][c:16]([Cl:15])[cH:24][cH:23]2)=[O:21])[cH:7][cH:8]1.